From a dataset of the Open Reaction Database (ORD), a public repository of structured organic reaction records. describe an organic reaction: reactants, conditions, products, and yield The reactants are [Al+3], CC(=O)Cl, CC12CCCc3cccc(c31)CCC2, [Cl-], [Cl-], [Cl-], O, S=C=S. Product: CC(=O)c1ccc2c3c1CCCC3(C)CCC2. Reaction SMILES: [Al+3:2].[CH3:5][C:6]([Cl:7])=[O:8].[CH3:9][C:10]12[CH2:11][CH2:12][CH2:13][c:14]3[cH:15][cH:16][cH:17][c:18]([c:22]31)[CH2:19][CH2:20][CH2:21]2.[Cl-:1].[Cl-:3].[Cl-:4].[OH2:23].[S:24]=[C:25]=[S:26]>>[CH3:5][C:6](=[O:8])[c:17]1[cH:16][cH:15][c:14]2[c:22]3[c:18]1[CH2:19][CH2:20][CH2:21][C:10]3([CH3:9])[CH2:11][CH2:12][CH2:13]2. The reactants are C(C)OC(=O)N1[C@@H](C[C@@H](C2=NC(=CC=C12)OS(=O)(=O)C(F)(F)F)NC1=NC=C(C(=N1)CC1=CC(=CC(=C1)C(F)(F)F)C(F)(F)F)N1CCOCC1)CC ((2R,4S)-4-{[3,5-Bis(trifluoromethyl)benzyl]-[5-(morpholin-4-yl)pyrimidin-2-yl]}amino-2-ethyl-6-trifluoromethanesulfonyloxy-3,4-dihydro-2H-[1,5]naphthyridine-1-carboxylic acid ethyl ester), CN(C=O)C (N,N-dimethylformamide), O (water). Reagents/catalysts: C=1C=CC(=CC1)[P](C=2C=CC=CC2)(C=3C=CC=CC3)[Pd]([P](C=4C=CC=CC4)(C=5C=CC=CC5)C=6C=CC=CC6)([P](C=7C=CC=CC7)(C=8C=CC=CC8)C=9C=CC=CC9)[P](C=1C=CC=CC1)(C=1C=CC=CC1)C=1C=CC=CC1 (tetrakis(triphenylphosphine)palladium), [C-]#N.[Zn+2].[C-]#N (zinc cyanide). Solvent: C(C)(=O)OCC (ethyl acetate). Run at temperature 95 celsius, time 8 hour. The product is C(C)OC(=O)N1[C@@H](C[C@@H](C2=NC(=CC=C12)C#N)NC1=NC=C(C(=N1)CC1=CC(=CC(=C1)C(F)(F)F)C(F)(F)F)N1CCOCC1)CC ((2R,4S)-4-{[3,5-bis(trifluoromethyl)benzyl]-[5-(morpholin-4-yl)pyrimidin-2-yl]}amino-6-cyano-2-ethyl-3,4-dihydro-2H-[1,5]naphthyridine-1-carboxylic acid ethyl ester). As a reaction SMILES: [CH2:1]([O:3][C:4]([N:6]1[C:15]2[C:10](=[N:11][C:12](OS(C(F)(F)F)(=O)=O)=[CH:13][CH:14]=2)[C@@H:9]([NH:24][C:25]2[N:30]=[C:29]([CH2:31][C:32]3[CH:37]=[C:36]([C:38]([F:41])([F:40])[F:39])[CH:35]=[C:34]([C:42]([F:45])([F:44])[F:43])[CH:33]=3)[C:28]([N:46]3[CH2:51][CH2:50][O:49][CH2:48][CH2:47]3)=[CH:27][N:26]=2)[CH2:8][C@H:7]1[CH2:52][CH3:53])=[O:5])[CH3:2].[CH3:54][N:55](C)C=O.O>C1C=CC([P]([Pd]([P](C2C=CC=CC=2)(C2C=CC=CC=2)C2C=CC=CC=2)([P](C2C=CC=CC=2)(C2C=CC=CC=2)C2C=CC=CC=2)[P](C2C=CC=CC=2)(C2C=CC=CC=2)C2C=CC=CC=2)(C2C=CC=CC=2)C2C=CC=CC=2)=CC=1.[C-]#N.[Zn+2].[C-]#N.C(OCC)(=O)C>[CH2:1]([O:3][C:4]([N:6]1[C:15]2[C:10](=[N:11][C:12]([C:54]#[N:55])=[CH:13][CH:14]=2)[C@@H:9]([NH:24][C:25]2[N:30]=[C:29]([CH2:31][C:32]3[CH:33]=[C:34]([C:42]([F:45])([F:43])[F:44])[CH:35]=[C:36]([C:38]([F:41])([F:40])[F:39])[CH:37]=3)[C:28]([N:46]3[CH2:51][CH2:50][O:49][CH2:48][CH2:47]3)=[CH:27][N:26]=2)[CH2:8][C@H:7]1[CH2:52][CH3:53])=[O:5])[CH3:2] |f:4.5.6,^1:63,65,84,103|. Procedure details: A mixture of (2R,4S)-4-{[3,5-Bis(trifluoromethyl)benzyl]-[5-(morpholin-4-yl)pyrimidin-2-yl]}amino-2-ethyl-6-trifluoromethanesulfonyloxy-3,4-dihydro-2H-[1,5]naphthyridine-1-carboxylic acid ethyl ester (732 mg), tetrakis(triphenylphosphine)palladium (catalytic amount), zinc cyanide (142 mg) and N,N-dimethylformamide (10 ml) is stirred at 95° C. under nitrogen flow for 8 hours. After cooling to room temperature, water and ethyl acetate are added to the reaction solution. The organic layer is washed... Reactants: C(C)(C)(C)OC(NC1=C(C=C(C(=C1)Cl)C(F)(F)F)NC(CC(=O)C1=CC(=CC=C1)C1=CC(=NC=C1)C)=O)=O ((5-chloro-2-{3-[3-(2-methyl-pyridin-4-yl)-phenyl]-3-oxo-propionylamino}-4-trifluoromethyl-phenyl)-carbamic acid tert-butyl ester), C(=O)(C(F)(F)F)O (TFA). Run in C(Cl)Cl (CH2Cl2). The product is ClC1=CC2=C(NC(CC(=N2)C2=CC(=CC=C2)C2=CC(=NC=C2)C)=O)C=C1C(F)(F)F (7-Chloro-4-[3-(2-methyl-pyridin-4-yl)-phenyl]-8-trifluoromethyl-1,3-dihydro benzo[b][1,4]diazepin-2-one), solid. Yield: 83.0%. RXN SMILES: C(OC(=O)[NH:7][C:8]1[CH:13]=[C:12]([Cl:14])[C:11]([C:15]([F:18])([F:17])[F:16])=[CH:10][C:9]=1[NH:19][C:20](=[O:37])[CH2:21][C:22]([C:24]1[CH:29]=[CH:28][CH:27]=[C:26]([C:30]2[CH:35]=[CH:34][N:33]=[C:32]([CH3:36])[CH:31]=2)[CH:25]=1)=O)(C)(C)C.C(O)(C(F)(F)F)=O>C(Cl)Cl>[Cl:14][C:12]1[C:11]([C:15]([F:18])([F:17])[F:16])=[CH:10][C:9]2[NH:19][C:20](=[O:37])[CH2:21][C:22]([C:24]3[CH:29]=[CH:28][CH:27]=[C:26]([C:30]4[CH:35]=[CH:34][N:33]=[C:32]([CH3:36])[CH:31]=4)[CH:25]=3)=[N:7][C:8]=2[CH:13]=1. Reported procedure: The title compound was prepared from (5-chloro-2-{3-[3-(2-methyl-pyridin-4-yl)-phenyl]-3-oxo-propionylamino}-4-trifluoromethyl-phenyl)-carbamic acid tert-butyl ester (Example M75) (0.34 g, 0.62 mmol) by treatment with TFA in CH2Cl2 according to the general procedure N. Obtained as an off-white solid (222 mg, 83%). The reactants are C(C)OC(OCC)OCC (triethylorthoformate), [Cl-].[NH4+] (ammonium chloride), CC(=O)C (acetone), C(C(=O)OCC)(=O)OCC (diethyl oxalate). The solvent is C(C)O (ethanol). Yields the product CCOC(=O)C(=O)CC(=O)C (Ethyl acetopyruvate), enol ether. As a reaction SMILES: [CH3:1][C:2]([CH3:4])=[O:3].[C:5]([O:12][CH2:13][CH3:14])(=[O:11])[C:6]([O:8]CC)=O.C(OC(OCC)OCC)C.[Cl-].[NH4+]>C(O)C>[CH3:14][CH2:13][O:12][C:5]([C:6]([CH2:1][C:2]([CH3:4])=[O:3])=[O:8])=[O:11] |f:3.4|. Procedure: Ethyl acetopyruvate was prepared from acetone and diethyl oxalate as described in Org. Synthesis, Coll. Vol. 1, 238 (1958). Further reaction with triethylorthoformate and ammonium chloride in ethanol afforded the known enol ether 1. See L. Claisen, Chem. Ber., 40, 3903 (1907). Reactants: ClC(C)Cl (dichloroethane), C(C)(=O)O[BH-](OC(C)=O)OC(C)=O.[Na+] (sodium triacetoxyborohydride), CON=C(COC1=CC=C(C=O)C=C1)C1=CC=CC=C1 (4-(2-methoxyimino-2-phenyl-ethoxy)-benzaldehyde), COC(CCC1=CC=C(C=C1)N)=O (3-(4-amino-phenyl)-propanoic acid methyl ester). Reaction conditions: temperature 0 celsius, time 2 hour. Yields the product CO\N=C(/COC1=CC=C(CNC2=CC=C(C=C2)CCC(=O)OC)C=C1)\C1=CC=CC=C1 (Methyl 3-{4-[(4-{[(2Z)-2-(methoxyimino)-2-phenylethyl]oxy}benzyl)amino]phenyl}propanoate). Isolated yield 69.4%. As a reaction SMILES: ClC(Cl)C.[CH3:5][O:6][N:7]=[C:8]([C:19]1[CH:24]=[CH:23][CH:22]=[CH:21][CH:20]=1)[CH2:9][O:10][C:11]1[CH:18]=[CH:17][C:14]([CH:15]=O)=[CH:13][CH:12]=1.[CH3:25][O:26][C:27](=[O:37])[CH2:28][CH2:29][C:30]1[CH:35]=[CH:34][C:33]([NH2:36])=[CH:32][CH:31]=1.C(O[BH-](OC(=O)C)OC(=O)C)(=O)C.[Na+]>>[CH3:5][O:6]/[N:7]=[C:8](/[C:19]1[CH:24]=[CH:23][CH:22]=[CH:21][CH:20]=1)\[CH2:9][O:10][C:11]1[CH:18]=[CH:17][C:14]([CH2:15][NH:36][C:33]2[CH:32]=[CH:31][C:30]([CH2:29][CH2:28][C:27]([O:26][CH3:25])=[O:37])=[CH:35][CH:34]=2)=[CH:13][CH:12]=1 |f:3.4|. Reported procedure: To a 50 mL RB flask fitted with magnetic stirrer was charged 5 mL of dichloroethane. To the stirred solvent was added 4-(2-methoxyimino-2-phenyl-ethoxy)-benzaldehyde (0.4 g, 1.5 mmol), 3-(4-amino-phenyl)-propanoic acid methyl ester (0.27 g, 1.5 mmol). RM was cooled to 0° C. and sodium triacetoxyborohydride (0.47 g, 2.25 mmol) was added portion wise over a period of 15 minutes. The reaction mixture was stirred at RT for 2 h. The RM was quenched with NaHCO3 solution (40 mL 10% solution in water) a... The reactants are Cc1cc([N+](=O)[O-])ccc1Br, CC(=O)[O-], C=CC(=O)OCCCC, CC(=O)[O-], CC(=O)[O-], CC(=O)[O-], CN1CCCC1=O, [Na+], [Na+], O, O, O, O, [Pd+2]. Product: CCCCOC(=O)C=C(C)c1ccc([N+](=O)[O-])cc1C. RXN SMILES: [Br:1][c:2]1[c:3]([CH3:11])[cH:4][c:5]([N+:8](=[O:9])[O-:10])[cH:6][cH:7]1.[C:15]([O-:16])(=[O:17])[CH3:18].[C:20]([CH:21]=[CH2:22])(=[O:23])[O:24][CH2:25][CH2:26][CH2:27][CH3:28].[C:34]([O-:35])(=[O:36])[CH3:37].[C:39]([O-:40])(=[O:41])[CH3:42].[CH3:30][C:31](=[O:32])[O-:33].[CH3:44][N:45]1[CH2:46][CH2:47][CH2:48][C:49]1=[O:50].[Na+:19].[Na+:29].[OH2:12].[OH2:13].[OH2:14].[OH2:43].[Pd+2:38]>>[c:2]1([C:22]([CH3:15])=[CH:21][C:20](=[O:23])[O:24][CH2:25][CH2:26][CH2:27][CH3:28])[c:3]([CH3:11])[cH:4][c:5]([N+:8](=[O:9])[O-:10])[cH:6][cH:7]1. The reactants are Clc1cccc(Br)c1, CS(=O)(=O)c1ccc(-c2cn[nH]c(=O)c2Oc2ccc(F)cc2)cc1. The product is CS(=O)(=O)c1ccc(-c2cnn(-c3cccc(Cl)c3)c(=O)c2Oc2ccc(F)cc2)cc1. As a reaction SMILES: [Br:1][c:2]1[cH:3][c:4]([Cl:8])[cH:5][cH:6][cH:7]1.[F:9][c:10]1[cH:11][cH:12][c:13]([O:14][c:15]2[c:16](=[O:31])[nH:17][n:18][cH:19][c:20]2-[c:21]2[cH:22][cH:23][c:24]([S:27](=[O:28])(=[O:29])[CH3:30])[cH:25][cH:26]2)[cH:32][cH:33]1>>[c:2]1(-[n:17]2[c:16](=[O:31])[c:15]([O:14][c:13]3[cH:12][cH:11][c:10]([F:9])[cH:33][cH:32]3)[c:20](-[c:21]3[cH:22][cH:23][c:24]([S:27](=[O:28])(=[O:29])[CH3:30])[cH:25][cH:26]3)[cH:19][n:18]2)[cH:3][c:4]([Cl:8])[cH:5][cH:6][cH:7]1. Starting materials: CO, COC(=O)c1cnc(Cl)c2ccn(C)c12, [Na+], [OH-]. RXN SMILES: [CH3:18][OH:19].[CH3:1][O:2][C:3](=[O:4])[c:5]1[c:6]2[c:7]([c:8]([Cl:11])[n:9][cH:10]1)[cH:12][cH:13][n:14]2[CH3:15].[Na+:17].[OH-:16]>>[O:2]=[C:3]([OH:4])[c:5]1[c:6]2[c:7]([c:8]([Cl:11])[n:9][cH:10]1)[cH:12][cH:13][n:14]2[CH3:15]. Product: Cn1ccc2c(Cl)ncc(C(=O)O)c21. Reactants: BrCC(=O)OC(C)(C)C (tert-butyl bromoacetate), O (water), C1(=CC=CC2=CC=CC=C12)C(=O)N1C(NC(C1=O)(C1=CC=CC=C1)C1=CC=CC=C1)=O (3-Naphthylcarbonyl-5,5-diphenylimidazolidine-2,4-dione), C([O-])([O-])=O.[K+].[K+] (potassium carbonate). The solvent is CN(C)C=O (DMF), C(C)(=O)OCC (ethyl acetate). Reaction conditions: time 8 hour. The product is C1(=CC=CC2=CC=CC=C12)C(=O)N1C(N(C(C1=O)(C1=CC=CC=C1)C1=CC=CC=C1)CC(=O)OC(C)(C)C)=O (tert-Butyl 2-(3-naphthylcarbonyl-2,4-dioxo-5,5-diphenylimidazolidinyl)acetate). The yield is 75.3%. As a reaction SMILES: [C:1]1([C:11]([N:13]2[C:17](=[O:18])[C:16]([C:25]3[CH:30]=[CH:29][CH:28]=[CH:27][CH:26]=3)([C:19]3[CH:24]=[CH:23][CH:22]=[CH:21][CH:20]=3)[NH:15][C:14]2=[O:31])=[O:12])[C:10]2[C:5](=[CH:6][CH:7]=[CH:8][CH:9]=2)[CH:4]=[CH:3][CH:2]=1.Br[CH2:33][C:34]([O:36][C:37]([CH3:40])([CH3:39])[CH3:38])=[O:35].C(=O)([O-])[O-].[K+].[K+].O>CN(C=O)C.C(OCC)(=O)C>[C:1]1([C:11]([N:13]2[C:17](=[O:18])[C:16]([C:19]3[CH:24]=[CH:23][CH:22]=[CH:21][CH:20]=3)([C:25]3[CH:30]=[CH:29][CH:28]=[CH:27][CH:26]=3)[N:15]([CH2:33][C:34]([O:36][C:37]([CH3:40])([CH3:39])[CH3:38])=[O:35])[C:14]2=[O:31])=[O:12])[C:10]2[C:5](=[CH:6][CH:7]=[CH:8][CH:9]=2)[CH:4]=[CH:3][CH:2]=1 |f:2.3.4|. Procedure details: 3-Naphthylcarbonyl-5,5-diphenylimidazolidine-2,4-dione (879 mg) was dissolved in DMF (3 mL), tert-butyl bromoacetate (421 mg) was added, and potassium carbonate (299 mg) was further added. The reaction solution was stirred at room temperature overnight. After water was carefully added, ethyl acetate (200 mL) was added, followed by extraction. The resulting organic layer was washed with a saturated brine, and dried over anhydrous magnesium sulfate, and the solvent was distilled off. Further, recr...